This data is from the Open Reaction Database (ORD), a public repository of structured organic reaction records. The task is: describe an organic reaction: reactants, conditions, products, and yield The reactants are CC(C)(C)OC(=O)N1CCCC1COc1cncc(Br)c1, COc1ccc(COCCC2CCNCC2)cc1, CC(C)(C)[O-], Cc1ccccc1, [Na+], O=C(C=Cc1ccccc1)C=Cc1ccccc1, O=C(C=Cc1ccccc1)C=Cc1ccccc1, O=C(C=Cc1ccccc1)C=Cc1ccccc1, [Pd], [Pd], CC1(C)c2cccc(P(c3ccccc3)c3ccccc3)c2Oc2c(P(c3ccccc3)c3ccccc3)cccc21. Yields the product COc1ccc(COCCC2CCN(c3cncc(OCC4CCCN4C(=O)OC(C)(C)C)c3)CC2)cc1. Reaction SMILES: [Br:1][c:2]1[cH:3][n:4][cH:5][c:6]([O:8][CH2:9][CH:10]2[N:11]([C:15](=[O:16])[O:17][C:18]([CH3:19])([CH3:20])[CH3:21])[CH2:12][CH2:13][CH2:14]2)[cH:7]1.[CH3:22][O:23][c:24]1[cH:25][cH:26][c:27]([CH2:28][O:29][CH2:30][CH2:31][CH:32]2[CH2:33][CH2:34][NH:35][CH2:36][CH2:37]2)[cH:38][cH:39]1.[CH3:40][C:41]([CH3:42])([O-:43])[CH3:44].[CH3:88][c:89]1[cH:90][cH:91][cH:92][cH:93][cH:94]1.[Na+:45].[O:115]=[C:116]([CH:117]=[CH:118][c:119]1[cH:120][cH:121][cH:122][cH:123][cH:124]1)[CH:125]=[CH:126][c:127]1[cH:128][cH:129][cH:130][cH:131][cH:132]1.[O:133]=[C:134]([CH:135]=[CH:136][c:137]1[cH:138][cH:139][cH:140][cH:141][cH:142]1)[CH:143]=[CH:144][c:145]1[cH:146][cH:147][cH:148][cH:149][cH:150]1.[O:97]=[C:98]([CH:99]=[CH:100][c:101]1[cH:102][cH:103][cH:104][cH:105][cH:106]1)[CH:107]=[CH:108][c:109]1[cH:110][cH:111][cH:112][cH:113][cH:114]1.[Pd:95].[Pd:96].[c:46]1([P:47]([c:48]2[cH:49][cH:50][cH:51][cH:52][cH:53]2)[c:54]2[c:55]3[c:79]([cH:80][cH:81][cH:82]2)[C:76]([CH3:77])([CH3:78])[c:58]2[c:57]([c:62]([P:63]([c:64]4[cH:65][cH:66][cH:67][cH:68][cH:69]4)[c:70]4[cH:71][cH:72][cH:73][cH:74][cH:75]4)[cH:61][cH:60][cH:59]2)[O:56]3)[cH:83][cH:84][cH:85][cH:86][cH:87]1>>[c:2]1([N:35]2[CH2:34][CH2:33][CH:32]([CH2:31][CH2:30][O:29][CH2:28][c:27]3[cH:26][cH:25][c:24]([O:23][CH3:22])[cH:39][cH:38]3)[CH2:37][CH2:36]2)[cH:3][n:4][cH:5][c:6]([O:8][CH2:9][CH:10]2[N:11]([C:15](=[O:16])[O:17][C:18]([CH3:19])([CH3:20])[CH3:21])[CH2:12][CH2:13][CH2:14]2)[cH:7]1. The reactants are ClC=1C=CC(=C(C(=O)NCC2CCOC3=CC(=C(C=C23)S(N)(=O)=O)OC)C1)OC (4-(5-chloro-2-methoxybenzamidomethyl)-6-sulfamoyl-7-methoxychroman), C(C)N=C=S (ethyl isothiocyanate). Yields the product ClC=1C=CC(=C(C(=O)NCC2CCOC3=CC(=C(C=C23)S(=O)(=O)NC(=S)NCC)OC)C1)OC (4-(5-Chloro-2-methoxybenzamidomethyl)-6-(ethylaminothiocarbonylaminosulfonyl)-7-methoxychroman). Procedure: 4-(5-Chloro-2-methoxybenzamidomethyl)-6-(ethylaminothiocarbonylaminosulfonyl)-7-methoxychroman ##STR35## 4-(5-Chloro-2-methoxybenzamidomethyl)-6-(ethylaminothiocarbonylaminosulfonyl)-7-methoxychroman is synthesize as described in Example 4 from 4-(5-chloro-2-methoxybenzamidomethyl)-6-sulfamoyl-7-methoxychroman and ethyl isothiocyanate. Melting point: 196°-197° C. Reaction SMILES: [Cl:1][C:2]1[CH:3]=[CH:4][C:5]([O:28][CH3:29])=[C:6]([CH:27]=1)[C:7]([NH:9][CH2:10][CH:11]1[C:20]2[C:15](=[CH:16][C:17]([O:25][CH3:26])=[C:18]([S:21](=[O:24])(=[O:23])[NH2:22])[CH:19]=2)[O:14][CH2:13][CH2:12]1)=[O:8].[CH2:30]([N:32]=[C:33]=[S:34])[CH3:31]>>[Cl:1][C:2]1[CH:3]=[CH:4][C:5]([O:28][CH3:29])=[C:6]([CH:27]=1)[C:7]([NH:9][CH2:10][CH:11]1[C:20]2[C:15](=[CH:16][C:17]([O:25][CH3:26])=[C:18]([S:21]([NH:22][C:33]([NH:32][CH2:30][CH3:31])=[S:34])(=[O:23])=[O:24])[CH:19]=2)[O:14][CH2:13][CH2:12]1)=[O:8]. The reactants are ClC=1C=C2C(=NC1)N=C(C2(C)C)C (5-Chloro-2,3,3-trimethyl-3H-pyrrolo[2,3-b]pyridine), N(N)C1=NC=CC=C1 (2-hydrazinopyridine). Yields the product CC=1C(C=2C(=NC=CC2)N1)(C)C (2,3,3-Trimethyl-3H-pyrrolo[2,3-b]pyridine). RXN SMILES: Cl[C:2]1[CH:3]=[C:4]2[C:10]([CH3:12])([CH3:11])[C:9]([CH3:13])=[N:8][C:5]2=[N:6][CH:7]=1.N(C1C=CC=CN=1)N>>[CH3:13][C:9]1[C:10]([CH3:12])([CH3:11])[C:4]2[C:5]([N:8]=1)=[N:6][CH:7]=[CH:2][CH:3]=2. Procedure details: Compound 2 is prepared analogously to compound 1 (Example 1), except that 2-hydrazinopyridine is used as a starting material. The reactants are C(C)(C)OC1=C(N)C=C(C(=C1)C1CCN(CC1)C)C (2-isopropoxy-5-methyl-4-(1-methylpiperidin-4-yl)aniline), CC1=CC=C(C=C1)S(=O)(=O)O (4-methylbenzenesulfonic acid), ClC1=NC(=C2N(C=NC2=N1)C)NC1=C(C=CC=C1)S(=O)(=O)C(C)C (2-chloro-N-(2-(isopropylsulfonyl)phenyl)-7-methyl-7H-purin-6-amine). Solvent: C(C)(C)O (isopropanol). Conditions: temperature 150 celsius, time 3 hour. Yields the product C(C)(C)OC1=C(C=C(C(=C1)C1CCN(CC1)C)C)NC1=NC(=C2N(C=NC2=N1)C)NC1=C(C=CC=C1)S(=O)(=O)C(C)C (N2-(2-isopropoxy-5-methyl-4-(1-methylpiperidin-4-yl)phenyl)-N6-(2-(isopropylsulfonyl)phenyl)-7-methyl-7H-purine-2,6-diamine). Reaction SMILES: Cl[C:2]1[N:10]=[C:9]2[C:5]([N:6]([CH3:11])[CH:7]=[N:8]2)=[C:4]([NH:12][C:13]2[CH:18]=[CH:17][CH:16]=[CH:15][C:14]=2[S:19]([CH:22]([CH3:24])[CH3:23])(=[O:21])=[O:20])[N:3]=1.[CH:25]([O:28][C:29]1[CH:35]=[C:34]([CH:36]2[CH2:41][CH2:40][N:39]([CH3:42])[CH2:38][CH2:37]2)[C:33]([CH3:43])=[CH:32][C:30]=1[NH2:31])([CH3:27])[CH3:26].CC1C=CC(S(O)(=O)=O)=CC=1>C(O)(C)C>[CH:25]([O:28][C:29]1[CH:35]=[C:34]([CH:36]2[CH2:37][CH2:38][N:39]([CH3:42])[CH2:40][CH2:41]2)[C:33]([CH3:43])=[CH:32][C:30]=1[NH:31][C:2]1[N:10]=[C:9]2[C:5]([N:6]([CH3:11])[CH:7]=[N:8]2)=[C:4]([NH:12][C:13]2[CH:18]=[CH:17][CH:16]=[CH:15][C:14]=2[S:19]([CH:22]([CH3:24])[CH3:23])(=[O:21])=[O:20])[N:3]=1)([CH3:27])[CH3:26]. Reported procedure: To a suspension of 2-chloro-N-(2-(isopropylsulfonyl)phenyl)-7-methyl-7H-purin-6-amine (1 equivalent) in isopropanol, was added 2-isopropoxy-5-methyl-4-(1-methylpiperidin-4-yl)aniline (1 equivalent) and 4-methylbenzenesulfonic acid (1 equivalent). The suspension was stirred at 150° C. for 3 hours, cooled to room temperature and the solvent evaporated. The residue was purified using a preparative HPLC to afford the desired product as a gummy solid. The reactants are COC(=O)Cc1cc2ccc(OCCCNC(=N)N)cc2n(Cc2ccccc2)c1=O, COC(=O)CC1Cc2ccc(OCCCCNC(=N)N)cc2NC1=O, O=C(O)C(F)(F)F. Product: N=C(N)NCCCOc1ccc2cc(CC(=O)O)c(=O)n(Cc3ccccc3)c2c1. Reaction SMILES: [CH3:33][O:34][C:35]([CH2:36][c:37]1[c:38](=[O:62])[n:39]([CH2:55][c:56]2[cH:57][cH:58][cH:59][cH:60][cH:61]2)[c:40]2[cH:41][c:42]([O:47][CH2:48][CH2:49][CH2:50][NH:51][C:52](=[NH:53])[NH2:54])[cH:43][cH:44][c:45]2[cH:46]1)=[O:63].[CH3:8][O:9][C:10](=[O:11])[CH2:12][CH:13]1[CH2:14][c:15]2[c:16]([cH:17][c:18]([O:19][CH2:20][CH2:21][CH2:22][CH2:23][NH:24][C:25]([NH2:26])=[NH:27])[cH:28][cH:29]2)[NH:30][C:31]1=[O:32].[F:1][C:2]([F:3])([F:4])[C:5]([OH:6])=[O:7]>>[O:34]=[C:35]([CH2:36][c:37]1[c:38](=[O:62])[n:39]([CH2:55][c:56]2[cH:57][cH:58][cH:59][cH:60][cH:61]2)[c:40]2[cH:41][c:42]([O:47][CH2:48][CH2:49][CH2:50][NH:51][C:52](=[NH:53])[NH2:54])[cH:43][cH:44][c:45]2[cH:46]1)[OH:63]. The reactants are CC(=O)NCC(CCl)OC(C)=O, C1CCOC1, CC(C)(C)[O-], CO, CC(=O)O, [Li+], CC(C)COC(=O)Nc1cc(F)c(N2CCS(=O)(=O)CC2)c(F)c1, O. Product: CC(C)(C)[O-], [Li+], CC(=O)NCC1CN(c2cc(F)c(N3CCS(=O)(=O)CC3)c(F)c2)C(=O)O1. Reaction SMILES: [C:33](=[O:35])([O:36][CH:37]([CH2:38][NH:39][C:40]([CH3:41])=[O:42])[CH2:43][Cl:34])[CH3:44].[CH2:49]1[O:50][CH2:51][CH2:52][CH2:53]1.[CH3:25][C:26]([CH3:27])([O-:28])[CH3:29].[CH3:31][OH:32].[CH3:45][C:46](=[O:47])[OH:48].[Li+:30].[O:1]=[S:2]1(=[O:24])[CH2:3][CH2:4][N:5]([c:8]2[c:9]([F:23])[cH:10][c:11]([NH:15][C:16](=[O:17])[O:18][CH2:19][CH:20]([CH3:21])[CH3:22])[cH:12][c:13]2[F:14])[CH2:6][CH2:7]1.[OH2:54]>>[CH3:25][C:26]([CH3:27])([O-:28])[CH3:29].[Li+:30].[O:1]=[S:2]1(=[O:24])[CH2:3][CH2:4][N:5]([c:8]2[c:9]([F:23])[cH:10][c:11]([N:15]3[C:33](=[O:35])[O:36][CH:37]([CH2:38][NH:39][C:40]([CH3:41])=[O:42])[CH2:43]3)[cH:12][c:13]2[F:14])[CH2:6][CH2:7]1. Reaction SMILES: [CH3:1][C:2]1[N:3]=[C:4]([C:19]2[CH:24]=[CH:23][CH:22]=[CH:21][CH:20]=2)[NH:5][CH:6]([C:13]2[CH:18]=[CH:17][N:16]=[CH:15][CH:14]=2)[C:7]=1[C:8]([O:10][CH2:11][CH3:12])=[O:9]>C(Cl)(Cl)Cl.[O-2].[O-2].[Mn+4]>[CH3:1][C:2]1[N:3]=[C:4]([C:19]2[CH:20]=[CH:21][CH:22]=[CH:23][CH:24]=2)[N:5]=[C:6]([C:13]2[CH:18]=[CH:17][N:16]=[CH:15][CH:14]=2)[C:7]=1[C:8]([O:10][CH2:11][CH3:12])=[O:9] |f:2.3.4|. Reagents/catalysts: [O-2].[O-2].[Mn+4] (manganese dioxide). Procedure details: To a solution of ethyl 4-methyl-2-phenyl-6-(4-pyridyl)-1,6-dihydro-5-pyrimidinecarboxylate (13.4 g) in chloroform (300 ml) was added activated manganese dioxide (53.6 g) and the mixture was refluxed for two hours with stirring vigorously. After allowing to cool to room temperature, manganese dioxide was filtered off. The filtrate was evaporated in vacuo and the residual precipitate was recrystallized from a mixture of ether (80 ml) and petroleum ether (40 ml). The crystal was filtered off, washe... Solvent: C(Cl)(Cl)Cl (chloroform). The reactants are CC=1N=C(NC(C1C(=O)OCC)C1=CC=NC=C1)C1=CC=CC=C1 (ethyl 4-methyl-2-phenyl-6-(4-pyridyl)-1,6-dihydro-5-pyrimidinecarboxylate). The product is CC1=C(C(=NC(=N1)C1=CC=CC=C1)C1=CC=NC=C1)C(=O)OCC (ethyl 6-methyl-2-phenyl-4-(4-pyridyl)-5-pyrimidinecarboxylate). Yield: 56.3%.